This data is from the Open Reaction Database (ORD), a public repository of structured organic reaction records. The task is: describe an organic reaction: reactants, conditions, products, and yield Starting materials: NC1=C(C=O)C=CC(=C1)F (2-amino-4-fluorobenzaldehyde), COC1=C(C(=CC=C1)F)CCC#N (3-(2-methoxy-6-fluorophenyl)propionitrile). Product: FC1=CC=C2C=C(C(=NC2=C1)N)CC1=C(C=CC=C1OC)F (7-Fluoro-3-(2-fluoro-6-methoxybenzyl)quinolin-2-amine). Reaction SMILES: [NH2:1][C:2]1[CH:9]=[C:8]([F:10])[CH:7]=[CH:6][C:3]=1[CH:4]=O.[CH3:11][O:12][C:13]1[CH:18]=[CH:17][CH:16]=[C:15]([F:19])[C:14]=1[CH2:20][CH2:21][C:22]#[N:23]>>[F:10][C:8]1[CH:9]=[C:2]2[C:3]([CH:4]=[C:21]([CH2:20][C:14]3[C:13]([O:12][CH3:11])=[CH:18][CH:17]=[CH:16][C:15]=3[F:19])[C:22]([NH2:23])=[N:1]2)=[CH:6][CH:7]=1. Procedure details: The title compound was synthesized according to EXAMPLE 11 from 2-amino-4-fluorobenzaldehyde and 3-(2-methoxy-6-fluorophenyl)propionitrile. Reactants: BrC1=C(N(N=C1)C)N (4-Bromo-2-methyl-2H-pyrazol-3-ylamine), ClC1=NC(=CC=C1)C1=CC=CC=C1 (2-chloro-6-phenyl-pyridine), [H-].[Na+] (sodium hydride). The solvent is CN(C)C=O (DMF). Conditions: temperature 100 celsius. Product: BrC1=C(N(N=C1)C)NC1=NC(=CC=C1)C1=CC=CC=C1 ((4-Bromo-2-methyl-2H-pyrazol-3-yl)-(6-phenyl-pyridin-2-yl)-amine). Reaction SMILES: [Br:1][C:2]1[CH:6]=[N:5][N:4]([CH3:7])[C:3]=1[NH2:8].Cl[C:10]1[CH:15]=[CH:14][CH:13]=[C:12]([C:16]2[CH:21]=[CH:20][CH:19]=[CH:18][CH:17]=2)[N:11]=1.[H-].[Na+]>CN(C=O)C>[Br:1][C:2]1[CH:6]=[N:5][N:4]([CH3:7])[C:3]=1[NH:8][C:10]1[CH:15]=[CH:14][CH:13]=[C:12]([C:16]2[CH:17]=[CH:18][CH:19]=[CH:20][CH:21]=2)[N:11]=1 |f:2.3|. Procedure details: 4-Bromo-2-methyl-2H-pyrazol-3-ylamine (0.2 g, 1.14 mmol) and 2-chloro-6-phenyl-pyridine (0.32 g, 1.7 mmol) were dissolved in DMF (5 mL) then sodium hydride (60% dispersion in oil, 0.09 g, 2.3 mmol) was added. The reaction was heated to 100° C. for 30 minutes then cooled and submitted to standard aqueous workup. The residue was purified on silica gel (0-40% EtOAc in hexanes) to provide the title compound. Reactants: CCCCOCCCC, C1CCOC1, CCOCC, Cc1nn(S(=O)(=O)N(C)C)cc1Br, ClCCCI. The product is Cc1nn(S(=O)(=O)N(C)C)c(CCCCl)c1Br. Reaction SMILES: [CH2:24]([O:25][CH2:26][CH2:27][CH2:28][CH3:29])[CH2:30][CH2:31][CH3:32].[CH2:33]1[O:34][CH2:35][CH2:36][CH2:37]1.[CH3:19][CH2:20][O:21][CH2:22][CH3:23].[CH3:1][N:2]([S:3](=[O:4])(=[O:5])[n:6]1[n:7][c:8]([CH3:12])[c:9]([Br:11])[cH:10]1)[CH3:13].[Cl:14][CH2:15][CH2:16][CH2:17][I:18]>>[CH3:1][N:2]([S:3](=[O:4])(=[O:5])[n:6]1[n:7][c:8]([CH3:12])[c:9]([Br:11])[c:10]1[CH2:17][CH2:16][CH2:15][Cl:14])[CH3:13].